This data is from the Open Reaction Database (ORD), a public repository of structured organic reaction records. The task is: describe an organic reaction: reactants, conditions, products, and yield Reactants: CCOC(=O)C1C(=O)CC2CC3(CC21)OCCO3, CCO, Cl, [Na+], [OH-], O. Yields the product O=C1CC2CC3(CC2C1)OCCO3. RXN SMILES: [CH2:1]1[O:2][C:3]2([CH2:4][CH:5]3[CH2:6][C:7](=[O:16])[CH:8]([C:11]([O:12][CH2:13][CH3:14])=[O:15])[CH:9]3[CH2:10]2)[O:17][CH2:18]1.[CH2:22]([OH:23])[CH3:24].[ClH:21].[Na+:20].[OH-:19].[OH2:25]>>[CH2:1]1[O:2][C:3]2([CH2:4][CH:5]3[CH2:6][C:7](=[O:16])[CH2:8][CH:9]3[CH2:10]2)[O:17][CH2:18]1. Starting materials: O=C(Cl)C12CCC(CC1)CC2, NC1CCN(CCc2ccc(F)cc2)C1. Yields the product O=C(NC1CCN(CCc2ccc(F)cc2)C1)C12CCC(CC1)CC2. As a reaction SMILES: [C:1]12([C:9](=[O:10])[Cl:11])[CH2:2][CH2:3][CH:4]([CH2:5][CH2:6]1)[CH2:7][CH2:8]2.[NH2:12][CH:13]1[CH2:14][N:15]([CH2:18][CH2:19][c:20]2[cH:21][cH:22][c:23]([F:26])[cH:24][cH:25]2)[CH2:16][CH2:17]1>>[C:1]12([C:9](=[O:10])[NH:12][CH:13]3[CH2:14][N:15]([CH2:18][CH2:19][c:20]4[cH:21][cH:22][c:23]([F:26])[cH:24][cH:25]4)[CH2:16][CH2:17]3)[CH2:2][CH2:3][CH:4]([CH2:5][CH2:6]1)[CH2:7][CH2:8]2. The reactants are C(C)(C)(C)C=1C=C(C=C(C1O)C(C)(C)C)NC(CCCCCl)=O (N-(3,5-di-tert-butyl-4-hydroxyphenyl)-5-chlorovaleramide), [H-].[Na+] (sodium hydride). Run in O1CCCC1 (tetrahydrofuran). The product is C(C)(C)(C)C=1C=C(C=C(C1O)C(C)(C)C)N1C(CCCC1)=O (1-(3,5-di-tert-butyl-4-hydroxyphenyl)piperidin-2-one). Yield: 80.0%. RXN SMILES: [C:1]([C:5]1[CH:6]=[C:7]([NH:16][C:17](=[O:23])[CH2:18][CH2:19][CH2:20][CH2:21]Cl)[CH:8]=[C:9]([C:12]([CH3:15])([CH3:14])[CH3:13])[C:10]=1[OH:11])([CH3:4])([CH3:3])[CH3:2].[H-].[Na+]>O1CCCC1>[C:1]([C:5]1[CH:6]=[C:7]([N:16]2[CH2:21][CH2:20][CH2:19][CH2:18][C:17]2=[O:23])[CH:8]=[C:9]([C:12]([CH3:15])([CH3:14])[CH3:13])[C:10]=1[OH:11])([CH3:4])([CH3:3])[CH3:2] |f:1.2|. Procedure details: N-(3,5-di-tert-butyl-4-hydroxyphenyl)-5-chlorovaleramide (5.5 g; 16 mmol) in 25 ml of tetrahydrofuran was slowly added to 1.4 g (35 mmol) of 60% sodium hydride in mineral oil (washed twice with 25 ml portions of hexane) and 50 ml of tetrahydrofuran. The reaction mixture was stirred and gas evolution was observed. Seventeen hours later the mixture was concentrated to 20 ml, diluted with 50 ml of methylene chloride and washed successively with dilute 1N hydrochloric acid and dilute sodium bicarbon... The reactants are FC(C1=CC=C(N)C=C1)(F)F (4-(trifluoromethyl)aniline), C(=O)(C=1NC=CN1)C=1NC=CN1 (carbonyl diimidazole), NC1=CC=C(C=C1)C1=NOC(=C1)C(=O)NC(C(=O)OC)C(C)C (Methyl 2-(3-(4-aminophenyl)isoxazole-5-carboxamido)-3-methylbutanoate). The solvent is C1CCOC1 (THF). Reaction conditions: temperature 65 celsius. Product: CC(C(C(=O)OC)NC(=O)C1=CC(=NO1)C1=CC=C(C=C1)NC(=O)NC1=CC=C(C=C1)C(F)(F)F)C (Methyl 3-methyl-2-(3-(4-(3-(4-(trifluoromethyl)phenyl)ureido) phenyl)isoxazole-5-carboxamido)butanoate). As a reaction SMILES: [NH2:1][C:2]1[CH:7]=[CH:6][C:5]([C:8]2[CH:12]=[C:11]([C:13]([NH:15][CH:16]([CH:21]([CH3:23])[CH3:22])[C:17]([O:19][CH3:20])=[O:18])=[O:14])[O:10][N:9]=2)=[CH:4][CH:3]=1.[F:24][C:25]([F:34])([F:33])[C:26]1[CH:32]=[CH:31][C:29]([NH2:30])=[CH:28][CH:27]=1.[C:35](C1NC=CN=1)(C1NC=CN=1)=[O:36]>C1COCC1>[CH3:22][CH:21]([CH3:23])[CH:16]([NH:15][C:13]([C:11]1[O:10][N:9]=[C:8]([C:5]2[CH:6]=[CH:7][C:2]([NH:1][C:35]([NH:30][C:29]3[CH:31]=[CH:32][C:26]([C:25]([F:33])([F:34])[F:24])=[CH:27][CH:28]=3)=[O:36])=[CH:3][CH:4]=2)[CH:12]=1)=[O:14])[C:17]([O:19][CH3:20])=[O:18]. Procedure: To Methyl 2-(3-(4-aminophenyl)isoxazole-5-carboxamido)-3-methylbutanoate (example 151, step 3, 500 mg) dissolved in THF (10 ml) were added 4-(trifluoromethyl)aniline (254 mg) and carbonyl diimidazole (283 mg) and heated to reflux at 65° C. overnight. THF was removed completely under reduced pressure to get pale brown residue which was purified by silica gel column chromatography in 3:7 EtOAc: CHCl3 to get off white solid which was crystallized from methylene chloride to yield 375 mg (47%) off wh... Starting materials: O=C([O-])[O-], ClCC1CC1, O=C(CC1CCCCN1CCc1ccc[nH]c1=O)NCc1cccc(F)c1, [K+], [K+], CN(C)C=O, O. The product is O=C(CC1CCCCN1CCc1cccn(CC2CC2)c1=O)NCc1cccc(F)c1. As a reaction SMILES: [C:33](=[O:34])([O-:35])[O-:36].[CH:28]1([CH2:31][Cl:32])[CH2:29][CH2:30]1.[F:1][c:2]1[cH:3][c:4]([CH2:5][NH:6][C:7]([CH2:8][CH:9]2[N:10]([CH2:15][CH2:16][c:17]3[c:18](=[O:23])[nH:19][cH:20][cH:21][cH:22]3)[CH2:11][CH2:12][CH2:13][CH2:14]2)=[O:24])[cH:25][cH:26][cH:27]1.[K+:37].[K+:38].[O:39]=[CH:40][N:41]([CH3:42])[CH3:43].[OH2:44]>>[F:1][c:2]1[cH:3][c:4]([CH2:5][NH:6][C:7]([CH2:8][CH:9]2[N:10]([CH2:15][CH2:16][c:17]3[c:18](=[O:23])[n:19]([CH2:31][CH:28]4[CH2:29][CH2:30]4)[cH:20][cH:21][cH:22]3)[CH2:11][CH2:12][CH2:13][CH2:14]2)=[O:24])[cH:25][cH:26][cH:27]1. Starting materials: C(C(C)(C)C)(=O)CC#N (pivaloylacetonitrile), C(=N)(N)NN.Cl (aminoguanidine hydrochloride). Solvent: CO (methanol), C(C)(=O)O (acetic acid). Product: Cl.NC1=CC(=NN1C(=N)N)C(C)(C)C (5-amino-3-(1,1-dimethylethyl)-1H-pyrazole-1-carboxamidine hydrochloride). Yield: 33.8%. As a reaction SMILES: [C:1]([CH2:7][C:8]#[N:9])(=O)[C:2]([CH3:5])([CH3:4])[CH3:3].[C:10]([NH:13][NH2:14])([NH2:12])=[NH:11].[ClH:15]>CO.C(O)(=O)C>[ClH:15].[NH2:9][C:8]1[N:13]([C:10]([NH2:12])=[NH:11])[N:14]=[C:1]([C:2]([CH3:5])([CH3:4])[CH3:3])[CH:7]=1 |f:1.2,5.6|. Reported procedure: A solution of 1.26 g of pivaloylacetonitrile and 1.37 g of aminoguanidine hydrochloride in 15 ml of methanol and 15 ml of acetic acid was heated under reflux for 5 hours. The solvents were removed by distillation under reduced pressure, and the resulting residue was purified by silica gel chromatography (eluent: chloroform/methanol=5/1) and then recrystallized from ethanol-ether to obtain 0.74 g of 5-amino-3-(1,1-dimethylethyl)-1H-pyrazole-1-carboxamidine hydrochloride having the following physi... Starting materials: ClC1=C(C(=O)NCC2=CC=C(C=C2)CCO)C(=CN=C1)Cl (3,5-Dichloro-N-[4-(2-hydroxy-ethyl)-benzyl]-isonicotinamide), CC(=O)OI1(C=2C=CC=CC2C(=O)O1)(OC(=O)C)OC(=O)C (Dess-Martin periodinane), resultant solution. Solvent: C(Cl)Cl (CH2Cl2), C(Cl)Cl (CH2Cl2). The product is ClC1=C(C(=O)NCC2=CC=C(C=C2)CC=O)C(=CN=C1)Cl (3,5-Dichloro-N-[4-(2-oxo-ethyl)-benzyl]-isonicotinamide). RXN SMILES: [Cl:1][C:2]1[CH:20]=[N:19][CH:18]=[C:17]([Cl:21])[C:3]=1[C:4]([NH:6][CH2:7][C:8]1[CH:13]=[CH:12][C:11]([CH2:14][CH2:15][OH:16])=[CH:10][CH:9]=1)=[O:5].CC(OI1(OC(C)=O)(OC(C)=O)OC(=O)C2C=CC=CC1=2)=O>C(Cl)Cl>[Cl:1][C:2]1[CH:20]=[N:19][CH:18]=[C:17]([Cl:21])[C:3]=1[C:4]([NH:6][CH2:7][C:8]1[CH:9]=[CH:10][C:11]([CH2:14][CH:15]=[O:16])=[CH:12][CH:13]=1)=[O:5]. Reported procedure: To a stirred solution of 3,5-Dichloro-N-[4-(2-hydroxy-ethyl)-benzyl]-isonicotinamide (105 mg, 0.32 mmol) in anhydrous CH2Cl2 (2.4 mL) was added Dess-Martin periodinane (206 mg, 0.48 mmol). The resultant solution was stirred at room temperature for 1 h. The mixture was diluted with 100 mL CH2Cl2, filtered through celite, and concentrated in vacuo. The crude product (74 mg, 71%) was used in the next step without further purification. Reactants: BrCCCc1ccccc1, [Li]CCCC, C1CCOC1, Cc1c(CC(=O)O)sc2ccccc12, [Na+], [OH-], O. The product is Cc1c(C(CCCc2ccccc2)C(=O)O)sc2ccccc12. RXN SMILES: [Br:20][CH2:21][CH2:22][CH2:23][c:24]1[cH:25][cH:26][cH:27][cH:28][cH:29]1.[CH2:15]([Li:16])[CH2:17][CH2:18][CH3:19].[CH2:32]1[O:33][CH2:34][CH2:35][CH2:36]1.[CH3:1][c:2]1[c:3]2[c:4]([s:5][c:6]1[CH2:7][C:8](=[O:9])[OH:10])[cH:11][cH:12][cH:13][cH:14]2.[Na+:31].[OH-:30].[OH2:37]>>[CH3:1][c:2]1[c:3]2[c:4]([s:5][c:6]1[CH:7]([C:8](=[O:9])[OH:10])[CH2:21][CH2:22][CH2:23][c:24]1[cH:25][cH:26][cH:27][cH:28][cH:29]1)[cH:11][cH:12][cH:13][cH:14]2. Starting materials: CC(C)(C)OC(=O)Nc1cccc(-c2cccc3nc(Nc4ccc(OCCN5CCCC5)cc4)nn23)c1, ClCCl, [Na+], O=C(O)C(F)(F)F, O=C([O-])O. Yields the product Nc1cccc(-c2cccc3nc(Nc4ccc(OCCN5CCCC5)cc4)nn23)c1. As a reaction SMILES: [C:1]([O:2][C:3](=[O:4])[NH:7][c:8]1[cH:9][c:10](-[c:14]2[cH:15][cH:16][cH:17][c:18]3[n:19]2[n:20][c:21]([NH:23][c:24]2[cH:25][cH:26][c:27]([O:30][CH2:31][CH2:32][N:33]4[CH2:34][CH2:35][CH2:36][CH2:37]4)[cH:28][cH:29]2)[n:22]3)[cH:11][cH:12][cH:13]1)([CH3:5])([CH3:6])[CH3:38].[Cl:51][CH2:52][Cl:53].[Na+:46].[OH:39][C:40]([C:41]([F:42])([F:43])[F:44])=[O:45].[OH:47][C:48](=[O:49])[O-:50]>>[NH2:7][c:8]1[cH:9][c:10](-[c:14]2[cH:15][cH:16][cH:17][c:18]3[n:19]2[n:20][c:21]([NH:23][c:24]2[cH:25][cH:26][c:27]([O:30][CH2:31][CH2:32][N:33]4[CH2:34][CH2:35][CH2:36][CH2:37]4)[cH:28][cH:29]2)[n:22]3)[cH:11][cH:12][cH:13]1.